This data is from the Open Reaction Database (ORD), a public repository of structured organic reaction records. The task is: describe an organic reaction: reactants, conditions, products, and yield Product: ClC=1C(=C(C=CC1Cl)C(CC)=O)O (1-(3,4-dichloro-2-hydroxyphenyl)propan-1-one). RXN SMILES: C([O:5][C:6]1[CH:11]=[CH:10][CH:9]=[C:8]([Cl:12])[C:7]=1[Cl:13])(=O)CC.[Cl-].[Cl-].[Cl-].[Al+3].Cl>ClC1C=CC=CC=1Cl.ClCCl>[Cl:13][C:7]1[C:6]([OH:5])=[C:11]([C:6](=[O:5])[CH2:7][CH3:8])[CH:10]=[CH:9][C:8]=1[Cl:12] |f:1.2.3.4|. Solvent: ClCCl (dichloromethane), ClC1=C(C=CC=C1)Cl (1,2-dichlorobenzene), ClC1=C(C=CC=C1)Cl (1,2-dichlorobenzene). The reactants are Cl (hydrochloric acid), C(CC)(=O)OC1=C(C(=CC=C1)Cl)Cl (2,3-dichlorophenyl propionate), [Cl-].[Cl-].[Cl-].[Al+3] (aluminum trichloride). Isolated yield 175.1%. Procedure details: 20 g (122.7 mmol) of 2,3-dichlorophenol in 122 ml of dichloromethane and 13.8 ml of pyridine are admixed dropwise at 0° C. with 11.3 ml (128 mmol) of propionyl chloride. The mixture is stirred for 16 hours and 100 ml of 2 M hydrochloric acid are added. The mixture is extracted with dichloromethane and the extracts are washed with water. Drying over sodium sulphate and the removal of the solvent in vacuo give 25.2 g of 2,3-dichlorophenyl propionate. 25.2 g (115.2 mmol) of 2,3-dichlorophenyl propi... Reaction conditions: temperature 100 celsius, time 5 hour.